From a dataset of the Open Reaction Database (ORD), a public repository of structured organic reaction records. describe an organic reaction: reactants, conditions, products, and yield The reactants are FC(CC(C(=O)N(C)OC)CC(F)(F)F)(F)F (4,4,4-trifluoro-N-methoxy-N-methyl-2-(2,2,2-trifluoroethyl)-butyramide), [H-].C(C(C)C)[Al+]CC(C)C (diisobutylaluminum hydride), Cl (HCl), Cl (HCl). Run in C(Cl)Cl (CH2Cl2). Run at temperature -70 celsius, time 40 minute. The product is FC(CC(C=O)CC(F)(F)F)(F)F (4,4,4-Trifluoro-2-(2,2,2-trifluoro-ethyl)-butyraldehyde). Yield: 65.0%. As a reaction SMILES: [F:1][C:2]([F:17])([F:16])[CH2:3][CH:4]([CH2:11][C:12]([F:15])([F:14])[F:13])[C:5](N(OC)C)=[O:6].[H-].C([Al+]CC(C)C)C(C)C.Cl>C(Cl)Cl>[F:1][C:2]([F:16])([F:17])[CH2:3][CH:4]([CH2:11][C:12]([F:13])([F:14])[F:15])[CH:5]=[O:6] |f:1.2|. Procedure details: To a solution of 4,4,4-trifluoro-N-methoxy-N-methyl-2-(2,2,2-trifluoroethyl)-butyramide (2.67 g, 10 mmol) in CH2Cl2 (10 mL) was added diisobutylaluminum hydride (2.9 mL, 16 mmol) over 10 minutes at −70° C. The reaction mixture was stirred at −70° C. for 40 minutes, then transferred via a cannula to a flask containing 30 mL of 2N HCl at 0° C. Ten mL of concentrated HCl was added, and the mixture was stirred at 25° C. for 30 minutes. The phases were split and the aqueous phase was extracted with 5...